This data is from the Open Reaction Database (ORD), a public repository of structured organic reaction records. The task is: describe an organic reaction: reactants, conditions, products, and yield Starting materials: C(=O)(O)C1=C(C=C(C=CC(=O)OC)C=C1)OC (methyl 4-carboxy-3-methoxycinnamate), Cl.CN (methylamine hydrochloride), Cl.C(C)N=C=NCCCN(C)C (1-ethyl-3-(3-dimethylaminopropyl)-carbodiimide hydrochloride), ON1N=NC2=C1C=CC=C2 (1-hydroxybenzotriazole). Run in O (water), CN(C=O)C (N,N-dimethylformamide). Reaction conditions: time 18 hour. Yields the product COC=1C=C(C=CC(=O)OC)C=CC1C(NC)=O (methyl 3-methoxy-4-(methylcarbamoyl)cinnamate). Isolated yield 75.6%. Reaction SMILES: [C:1]([C:4]1[CH:15]=[CH:14][C:7]([CH:8]=[CH:9][C:10]([O:12][CH3:13])=[O:11])=[CH:6][C:5]=1[O:16][CH3:17])(O)=[O:2].Cl.CN.Cl.[CH2:22]([N:24]=C=NCCCN(C)C)C.ON1C2C=CC=CC=2N=N1>CN(C)C=O.O>[CH3:17][O:16][C:5]1[CH:6]=[C:7]([CH:14]=[CH:15][C:4]=1[C:1](=[O:2])[NH:24][CH3:22])[CH:8]=[CH:9][C:10]([O:12][CH3:13])=[O:11] |f:1.2,3.4|. Procedure: To a solution of methyl 4-carboxy-3-methoxycinnamate (400 mg) in N,N-dimethylformamide were added methylamine hydrochloride (126 mg), 1-ethyl-3-(3-dimethylaminopropyl)-carbodiimide hydrochloride (390 mg) and 1-hydroxybenzotriazole (320 mg) at ambient temperature, and the mixture was stirred for 18 hours at the same temperature. The reaction mixture was poured into water and extracted with ethyl acetate. The organic layer was washed with water, saturated sodium bicarbonate solution and brine, dri... The reactants are Cl.N1=C(C=CC=C1)N(C(=O)C1=CC2=C(N(C(=N2)CNC2=CC=C(C=C2)C(N)=N)C)C=C1)CC(=O)OC (1-methyl-2-[N-(4-amidinophenyl)-aminomethyl]-benzimidazol-5-yl-carboxylic acid-N-(2-pyridyl)-N-methoxycarbonylmethyl-amide-hydrochloride), ClC(=O)OC1CCCCC1 (cyclohexyl chloroformate), C32H35N7O5. Run in ClCCl.C(C)O (dichloromethane ethanol). Product: N1=C(C=CC=C1)N(C(=O)C1=CC2=C(N(C(=N2)CNC2=CC=C(C=C2)C(NC(=O)OC2CCCCC2)=N)C)C=C1)CC(=O)OC (1-Methyl-2-[N-[4-(N-cyclohexyloxycarbonylamidino)-phenyl]aminomethyl]-benzimidazol-5-yl-carboxylic acid-N-(2-pyridyl)-N-methoxycarbonylmethyl-amide). Yield: 40.0%. As a reaction SMILES: Cl.[N:2]1[CH:7]=[CH:6][CH:5]=[CH:4][C:3]=1[N:8]([CH2:32][C:33]([O:35][CH3:36])=[O:34])[C:9]([C:11]1[CH:31]=[CH:30][C:14]2[N:15]([CH3:29])[C:16]([CH2:18][NH:19][C:20]3[CH:25]=[CH:24][C:23]([C:26](=[NH:28])[NH2:27])=[CH:22][CH:21]=3)=[N:17][C:13]=2[CH:12]=1)=[O:10].Cl[C:38]([O:40][CH:41]1[CH2:46][CH2:45][CH2:44][CH2:43][CH2:42]1)=[O:39]>ClCCl.C(O)C>[N:2]1[CH:7]=[CH:6][CH:5]=[CH:4][C:3]=1[N:8]([CH2:32][C:33]([O:35][CH3:36])=[O:34])[C:9]([C:11]1[CH:31]=[CH:30][C:14]2[N:15]([CH3:29])[C:16]([CH2:18][NH:19][C:20]3[CH:25]=[CH:24][C:23]([C:26](=[NH:27])[NH:28][C:38]([O:40][CH:41]4[CH2:46][CH2:45][CH2:44][CH2:43][CH2:42]4)=[O:39])=[CH:22][CH:21]=3)=[N:17][C:13]=2[CH:12]=1)=[O:10] |f:0.1,3.4|. Reported procedure: Prepared analogously to Example 90 from 1-methyl-2-[N-(4-amidinophenyl)-aminomethyl]-benzimidazol-5-yl-carboxylic acid-N-(2-pyridyl)-N-methoxycarbonylmethyl-amide-hydrochloride and cyclohexyl chloroformate. Yield: 40% of theory, C32H35N7O5 (597.7) Rf value: 0.26 (silica gel; dichloromethane/ethanol=19:1) ##EQU85## The reactants are CCI, CN(C)C=O, [H-], [Na+], O, CC(CCCCOC(=O)c1cc2ccccc2[nH]1)=C(F)F. Product: CCn1c(C(=O)OCCCCC(C)=C(F)F)cc2ccccc21. Reaction SMILES: [CH2:27]([CH3:28])[I:29].[CH3:1][N:2]([CH3:3])[CH:4]=[O:5].[H-:30].[Na+:31].[OH2:32].[nH:6]1[c:7]([C:15](=[O:16])[O:17][CH2:18][CH2:19][CH2:20][CH2:21][C:22](=[C:23]([F:24])[F:25])[CH3:26])[cH:8][c:9]2[cH:10][cH:11][cH:12][cH:13][c:14]12>>[n:6]1([CH2:27][CH3:28])[c:7]([C:15](=[O:16])[O:17][CH2:18][CH2:19][CH2:20][CH2:21][C:22](=[C:23]([F:24])[F:25])[CH3:26])[cH:8][c:9]2[cH:10][cH:11][cH:12][cH:13][c:14]12.